From a dataset of the Open Reaction Database (ORD), a public repository of structured organic reaction records. describe an organic reaction: reactants, conditions, products, and yield RXN SMILES: [H-:6].[Na+:7].[O:25]=[CH:26][N:27]([CH3:28])[CH3:29].[OH2:24].[c:8]1([C:14]([CH2:15][Cl:16])([OH:17])[c:18]2[cH:19][cH:20][cH:21][cH:22][cH:23]2)[cH:9][cH:10][cH:11][cH:12][cH:13]1.[nH:1]1[n:2][cH:3][n:4][cH:5]1>>[n:1]1([CH2:15][C:14]([c:8]2[cH:9][cH:10][cH:11][cH:12][cH:13]2)([OH:17])[c:18]2[cH:19][cH:20][cH:21][cH:22][cH:23]2)[n:2][cH:3][n:4][cH:5]1. The product is OC(Cn1cncn1)(c1ccccc1)c1ccccc1. The reactants are [H-], [Na+], CN(C)C=O, O, OC(CCl)(c1ccccc1)c1ccccc1, c1nc[nH]n1. The reactants are Cl(=O)(=O)[O-].[Na+] (sodium chlorate), [I-].[Na+] (sodium iodide), O (water), S(O)(O)(=O)=O (sulfuric acid), CC1=C(C(C[C@@H](C1)O)(C)C)/C=C/C(=C/C=C/C(=C/C=C/C=C(/C=C/C=C(/C=C/C2=C(C[C@H](CC2(C)C)O)C)\C)\C)/C)/C (Zeaxanthin). The solvent is C(Cl)(Cl)Cl (chloroform). Reaction conditions: time 5 hour. The product is CC1=C(C(C[C@@H](C1=O)O)(C)C)/C=C/C(=C/C=C/C(=C/C=C/C=C(/C=C/C=C(/C=C/C2=C(C(=O)[C@H](CC2(C)C)O)C)\C)\C)/C)/C (astaxanthin). As a reaction SMILES: [CH3:1][C:2]1[CH2:7][C@@H:6]([OH:8])[CH2:5][C:4]([CH3:10])([CH3:9])[C:3]=1/[CH:11]=[CH:12]/[C:13](/[CH3:42])=[CH:14]/[CH:15]=[CH:16]/[C:17](/[CH3:41])=[CH:18]/[CH:19]=[CH:20]/[CH:21]=[C:22](\[CH3:40])/[CH:23]=[CH:24]/[CH:25]=[C:26](\[CH3:39])/[CH:27]=[CH:28]/[C:29]1[C:34]([CH3:36])([CH3:35])[CH2:33][C@H:32]([OH:37])[CH2:31][C:30]=1[CH3:38].Cl([O-])(=O)=[O:44].[Na+].[I-].[Na+].S(=O)(=O)(O)O.[OH2:55]>C(Cl)(Cl)Cl>[CH3:38][C:30]1[C:31](=[O:55])[C@@H:32]([OH:37])[CH2:33][C:34]([CH3:36])([CH3:35])[C:29]=1/[CH:28]=[CH:27]/[C:26](/[CH3:39])=[CH:25]/[CH:24]=[CH:23]/[C:22](/[CH3:40])=[CH:21]/[CH:20]=[CH:19]/[CH:18]=[C:17](\[CH3:41])/[CH:16]=[CH:15]/[CH:14]=[C:13](\[CH3:42])/[CH:12]=[CH:11]/[C:3]1[C:4]([CH3:9])([CH3:10])[CH2:5][C@H:6]([OH:8])[C:7](=[O:44])[C:2]=1[CH3:1] |f:1.2,3.4|. Procedure: Zeaxanthin (50 mg) was stirred in 20 ml of chloroform under nitrogen. To this stirred mixture, 200 mg of sodium chlorate and 50 mg of sodium iodide in 10 ml of water was added. The mixture was acidified slowly with 1 ml of 27% sulfuric acid. The reaction was stirred at room temperature. After 5 hours, a significant quantity of astaxanthin had formed. The reaction was worked up by addition of 1 ml of 40% sodium hydroxide, separation of the organic solution and evaporation to yield astaxanthin. Reactants: C1NCC2=CC=CC=C12 (isoindoline), C(C)OC(=O)C1(CC1)C=1C=C2C(C(N(C2=CC1)C(=O)OC(C)(C)C)=O)=O (5-(1-ethoxycarbonylcyclopropyl)-1-tert-butoxycarbonyl-2,3-dioxoindoline). Solvent: O1CCCC1 (tetrahydrofuran). Conditions: temperature 23 celsius, time 1 hour. The product is C(C)(C)(C)OC(=O)NC1=C(C=C(C=C1)C1(CC1)C(=O)OCC)C(C(=O)N1CC2=CC=CC=C2C1)=O (ethyl 1-[4-(tert-butoxycarbonylamino)-3-(2-isoindolin-2-yl-2-oxoacetyl)phenyl]cyclopropanecarboxylate). Isolated yield 32.3%. As a reaction SMILES: [CH2:1]1[C:9]2[C:4](=[CH:5][CH:6]=[CH:7][CH:8]=2)[CH2:3][NH:2]1.[CH2:10]([O:12][C:13]([C:15]1([C:18]2[CH:19]=[C:20]3[C:24](=[CH:25][CH:26]=2)[N:23]([C:27]([O:29][C:30]([CH3:33])([CH3:32])[CH3:31])=[O:28])[C:22](=[O:34])[C:21]3=[O:35])[CH2:17][CH2:16]1)=[O:14])[CH3:11]>O1CCCC1>[C:30]([O:29][C:27]([NH:23][C:24]1[CH:25]=[CH:26][C:18]([C:15]2([C:13]([O:12][CH2:10][CH3:11])=[O:14])[CH2:16][CH2:17]2)=[CH:19][C:20]=1[C:21](=[O:35])[C:22]([N:2]1[CH2:3][C:4]2[C:9](=[CH:8][CH:7]=[CH:6][CH:5]=2)[CH2:1]1)=[O:34])=[O:28])([CH3:32])([CH3:31])[CH3:33]. Procedure: 3.2 g of isoindoline are added to 9.3 g of 5-(1-ethoxycarbonylcyclopropyl)-1-tert-butoxycarbonyl-2,3-dioxoindoline in 100 ml of tetrahydrofuran, and the mixture is subsequently stirred at 23° C. for 1 h. The mixture is evaporated to dryness in vacuo and purified by column chromatography, giving 4.0 g (32%) of ethyl 1-[4-(tert-butoxycarbonylamino)-3-(2-isoindolin-2-yl-2-oxoacetyl)phenyl]cyclopropanecarboxylate; Reactants: C(C)OC(=O)C1(CC1)C1=CC=C(C=C1)C1=CC=C(C=C1)C1=C(C(=NO1)C)C1OC1 (1-[4′-(3-Methyl-4-oxiranyl-isoxazol-5-yl)-biphenyl-4-yl]-cyclopropanecarboxylic acid ethyl ester), C(C1=CC=CC=C1)N (benzylamine), CN1CCCC1 (N-methylpyrrolidine), C(C1=CC=CC=C1)N (benzylamine). Conditions: temperature 85 celsius, time 8 hour. Product: C(C)OC(=O)C1(CC1)C1=CC=C(C=C1)C1=CC=C(C=C1)C1=C(C(=NO1)C)C(CNCC1=CC=CC=C1)O (1-{4′-[4-(2-Benzylamino-1-hydroxy-ethyl)-3-methyl-isoxazol-5-yl]-biphenyl-4-yl}-cyclopropanecarboxylic acid ethyl ester). Reaction SMILES: [CH2:1]([O:3][C:4]([C:6]1([C:9]2[CH:14]=[CH:13][C:12]([C:15]3[CH:20]=[CH:19][C:18]([C:21]4[O:25][N:24]=[C:23]([CH3:26])[C:22]=4[CH:27]4[CH2:29][O:28]4)=[CH:17][CH:16]=3)=[CH:11][CH:10]=2)[CH2:8][CH2:7]1)=[O:5])[CH3:2].[CH2:30]([NH2:37])[C:31]1[CH:36]=[CH:35][CH:34]=[CH:33][CH:32]=1.CN1CCCC1>>[CH2:1]([O:3][C:4]([C:6]1([C:9]2[CH:14]=[CH:13][C:12]([C:15]3[CH:20]=[CH:19][C:18]([C:21]4[O:25][N:24]=[C:23]([CH3:26])[C:22]=4[CH:27]([OH:28])[CH2:29][NH:37][CH2:30][C:31]4[CH:36]=[CH:35][CH:34]=[CH:33][CH:32]=4)=[CH:17][CH:16]=3)=[CH:11][CH:10]=2)[CH2:7][CH2:8]1)=[O:5])[CH3:2]. Procedure details: 1-[4′-(3-Methyl-4-oxiranyl-isoxazol-5-yl)-biphenyl-4-yl]-cyclopropanecarboxylic acid ethyl ester (0.100 g, 0.26 mmol), benzylamine (0.034 mL, 0.31 mmol) and N-methylpyrrolidine (5 mL) were combined in a flask and stirred at 85° C. overnight. An additional portion of benzylamine (0.050 mL) was added and the reaction continued to stir at 85° C. for 48 hours. The reaction mixture was cooled and submitted to standard aqueous workup to give the title compound. Reactants: C[Si](C)(C)[N-][Si](C)(C)C.[Li+] (Lithium bis(trimethylsilyl)amide), COC1=C(CNC=2SC=CN2)C=CC(=C1)OC (N-(2,4-dimethoxybenzyl)thiazol-2-amine), ClC1=NC=CC2=CC(=CC=C12)S(=O)(=O)Cl (1-chloroisoquinoline-6-sulfonyl chloride). Run in C1CCOC1 (THF), C1CCOC1 (THF). Reaction conditions: time 1 hour. Product: ClC1=NC=CC2=CC(=CC=C12)S(=O)(=O)N(C=1SC=CN1)CC1=C(C=C(C=C1)OC)OC (1-chloro-N-(2,4-dimethoxybenzyl)-N-(thiazol-2-yl)isoquinoline-6-sulfonamide). As a reaction SMILES: [CH3:1][O:2][C:3]1[CH:15]=[C:14]([O:16][CH3:17])[CH:13]=[CH:12][C:4]=1[CH2:5][NH:6][C:7]1[S:8][CH:9]=[CH:10][N:11]=1.C[Si]([N-][Si](C)(C)C)(C)C.[Li+].[Cl:28][C:29]1[C:38]2[C:33](=[CH:34][C:35]([S:39](Cl)(=[O:41])=[O:40])=[CH:36][CH:37]=2)[CH:32]=[CH:31][N:30]=1>C1COCC1>[Cl:28][C:29]1[C:38]2[C:33](=[CH:34][C:35]([S:39]([N:6]([CH2:5][C:4]3[CH:12]=[CH:13][C:14]([O:16][CH3:17])=[CH:15][C:3]=3[O:2][CH3:1])[C:7]3[S:8][CH:9]=[CH:10][N:11]=3)(=[O:41])=[O:40])=[CH:36][CH:37]=2)[CH:32]=[CH:31][N:30]=1 |f:1.2|. Reported procedure: A solution of N-(2,4-dimethoxybenzyl)thiazol-2-amine (0.546 g, 2.182 mmol) in THF (7 mL) was cooled in a dry ice-acetone bath for 5 minutes. Lithium bis(trimethylsilyl)amide (1M in THF) (2.381 ml, 2.381 mmol) was added dropwise, then the flask was removed from the cooling bath for 5 min. The flask was again cooled into a dry ice-acetone bath for 20 min, resulting in the formation of a thick slurry. A suspension of 1-chloroisoquinoline-6-sulfonyl chloride (0.520 g, 1.984 mmol) in THF (5 mL) was a...